Task: describe an organic reaction: reactants, conditions, products, and yield. Dataset: the Open Reaction Database (ORD), a public repository of structured organic reaction records The reactants are CCCc1c(O)c(C(C)=O)cc(Br)c1OCCCOc1c(C(C)=O)ccc(OCC(=O)OC)c1CCC, CO, CCOC(C)=O, [Na+], [OH-]. Product: CCCc1c(O)c(C(C)=O)cc(Br)c1OCCCOc1c(C(C)=O)ccc(OCC(=O)O)c1CCC. As a reaction SMILES: [CH3:1][O:2][C:3]([CH2:4][O:5][c:6]1[c:7]([CH2:34][CH2:35][CH3:36])[c:8]([O:15][CH2:16][CH2:17][CH2:18][O:19][c:20]2[c:21]([CH2:31][CH2:32][CH3:33])[c:22]([OH:30])[c:23]([C:27]([CH3:28])=[O:29])[cH:24][c:25]2[Br:26])[c:9]([C:12]([CH3:13])=[O:14])[cH:10][cH:11]1)=[O:37].[CH3:40][OH:41].[CH3:42][CH2:43][O:44][C:45](=[O:46])[CH3:47].[Na+:39].[OH-:38]>>[O:2]=[C:3]([CH2:4][O:5][c:6]1[c:7]([CH2:34][CH2:35][CH3:36])[c:8]([O:15][CH2:16][CH2:17][CH2:18][O:19][c:20]2[c:21]([CH2:31][CH2:32][CH3:33])[c:22]([OH:30])[c:23]([C:27]([CH3:28])=[O:29])[cH:24][c:25]2[Br:26])[c:9]([C:12]([CH3:13])=[O:14])[cH:10][cH:11]1)[OH:37]. Yields the product FC(C)(F)C1=NC2=C(N1C1=NC(=C3N=C(N(C3=N1)C)CN1CCC(CC1)C(C)(C)O)N1CCOCC1)C=CC=C2 (2-(1-((2-(2-(1,1-difluoroethyl)-1H-benzo[d]imidazol-1-yl)-9-methyl-6-morpholino-9H-purin-8-yl)methyl)piperidin-4-yl)propan-2-ol). As a reaction SMILES: Cl[C:2]1[N:10]=[C:9]2[C:5]([N:6]=[C:7]([CH2:12][N:13]3[CH2:18][CH2:17][CH:16]([C:19]([OH:22])([CH3:21])[CH3:20])[CH2:15][CH2:14]3)[N:8]2[CH3:11])=[C:4]([N:23]2[CH2:28][CH2:27][O:26][CH2:25][CH2:24]2)[N:3]=1.[C:29]1([NH2:36])[C:30]([NH2:35])=[CH:31][CH:32]=[CH:33][CH:34]=1.[F:37][C:38]([F:43])([CH3:42])[C:39](O)=O>>[F:37][C:38]([C:42]1[N:36]([C:2]2[N:10]=[C:9]3[C:5]([N:6]=[C:7]([CH2:12][N:13]4[CH2:14][CH2:15][CH:16]([C:19]([OH:22])([CH3:21])[CH3:20])[CH2:17][CH2:18]4)[N:8]3[CH3:11])=[C:4]([N:23]3[CH2:24][CH2:25][O:26][CH2:27][CH2:28]3)[N:3]=2)[C:29]2[CH:34]=[CH:33][CH:32]=[CH:31][C:30]=2[N:35]=1)([F:43])[CH3:39]. Reactants: ClC1=NC(=C2N=C(N(C2=N1)C)CN1CCC(CC1)C(C)(C)O)N1CCOCC1 (2-(1-((2-chloro-9-methyl-6-morpholino-9H-purin-8-yl)methyl)piperidin-4-yl)propan-2-ol), C=1(C(=CC=CC1)N)N (benzene-1,2-diamine), FC(C(=O)O)(C)F (2,2-difluoropropionic acid). Procedure details: Following the procedures for 157 and General Procedure J, 2-(1-((2-chloro-9-methyl-6-morpholino-9H-purin-8-yl)methyl)piperidin-4-yl)propan-2-ol (1.21 g, 2.96 mmol) and benzene-1,2-diamine were reacted followed by condensation with 2,2-difluoropropionic acid to give 197. LCMS m/z: 555.3 (MH+) Starting materials: FC(C1=NC2=C(N1C1=NC(=NC(=N1)N1CCOCC1)NCC1CCNCC1)C=CC=C2)F (4-[2-(difluoromethyl)-1H-benzimidazol-1-yl]-6-morpholin-4-yl-N-(piperidin-4-ylmethyl)-1,3,5-triazin-2-amine), N1=CC=CC=C1 (pyridine), C(C)(=O)OC(C)=O (acetic anhydride). Solvent: C1(=CC=CC=C1)C (toluene). Conditions: time 8 hour. The product is C(C)(=O)N1CCC(CC1)CNC1=NC(=NC(=N1)N1C(=NC2=C1C=CC=C2)C(F)F)N2CCOCC2 (N-[(1-acetylpiperidin-4-yl)methyl]-4-[2-(difluoromethyl)-1H-benzimidazol-1-yl]-6-morpholin-4-yl-1,3,5-triazine-2-amine). As a reaction SMILES: [F:1][CH:2]([F:32])[C:3]1[N:7]([C:8]2[N:13]=[C:12]([N:14]3[CH2:19][CH2:18][O:17][CH2:16][CH2:15]3)[N:11]=[C:10]([NH:20][CH2:21][CH:22]3[CH2:27][CH2:26][NH:25][CH2:24][CH2:23]3)[N:9]=2)[C:6]2[CH:28]=[CH:29][CH:30]=[CH:31][C:5]=2[N:4]=1.N1C=CC=CC=1.[C:39](OC(=O)C)(=[O:41])[CH3:40]>C1(C)C=CC=CC=1>[C:39]([N:25]1[CH2:24][CH2:23][CH:22]([CH2:21][NH:20][C:10]2[N:9]=[C:8]([N:7]3[C:6]4[CH:28]=[CH:29][CH:30]=[CH:31][C:5]=4[N:4]=[C:3]3[CH:2]([F:1])[F:32])[N:13]=[C:12]([N:14]3[CH2:19][CH2:18][O:17][CH2:16][CH2:15]3)[N:11]=2)[CH2:27][CH2:26]1)(=[O:41])[CH3:40]. Procedure details: To a mixture of 4-[2-(difluoromethyl)-1H-benzimidazol-1-yl]-6-morpholin-4-yl-N-(piperidin-4-ylmethyl)-1,3,5-triazin-2-amine (50 mg) and pyridine (2 mL) was added acetic anhydride (14 μL), and the mixture was stirred at room temperature overnight. To the reaction mixture was added toluene, followed by concentrating under reduced pressure. The residue was dissolved in dichloromethane, and silica gel was added thereto, followed by concentrating under reduced pressure. The residue was purified by si... Run in O (water). RXN SMILES: [CH3:1][C:2]1[C:7]([C:8]([O:10]CC)=[O:9])=[C:6]([N:13]2[CH2:18][CH2:17][S:16][CH2:15][CH2:14]2)[CH:5]=[C:4]([CH3:19])[N+:3]=1[O-:20].[OH-].[K+].C(O)CO.[ClH:27]>O>[ClH:27].[CH3:1][C:2]1[C:7]([C:8]([OH:10])=[O:9])=[C:6]([N:13]2[CH2:14][CH2:15][S:16][CH2:17][CH2:18]2)[CH:5]=[C:4]([CH3:19])[N+:3]=1[O-:20] |f:1.2,6.7|. The product is Cl.CC1=[N+](C(=CC(=C1C(=O)O)N1CCSCC1)C)[O-] (2,6-Dimethyl-4-(4-thiomorpholinyl)pyridine-3-carboxylic acid 1-oxide hydrochloride). The reactants are CC1=[N+](C(=CC(=C1C(=O)OCC)N1CCSCC1)C)[O-] (ethyl 2,6-dimethyl-4-thiomorpholinylpyridine-3-carboxylate 1-oxide), solid, [OH-].[K+] (potassium hydroxide), C(CO)O (ethylene glycol), Cl (hydrochloric acid). Procedure: 38.2 g (0.129 mol) of ethyl 2,6-dimethyl-4-thiomorpholinylpyridine-3-carboxylate 1-oxide(see Table 1, Example 19), 10.6 g (0.189 mol) of solid potassium hydroxide and 100 ml of ethylene glycol were heated at 170° C. for 5 hours. The mixture was then diluted with water, neutralized with 6 N hydrochloric acid, and the water and ethylene glycol were removed by distillation under reduced pressure. The residue was taken up in ethanol, insolubles were removed by filtration, and the solution was boiled... The reactants are C(=O)(OCC)C1=CC=C(CP(OCC)(OCC)=O)C=C1 (diethyl (4-carbethoxybenzyl)phosphonate), suspension, CC(=O)C1=CC=C2C(CCN(C2=C1)C)(C)C (1,2,3,4-tetrahydro-1,4,4-trimethyl-7-quinolinyl methyl ketone), [H-].[Na+] (sodium hydride), CCCCC (pentane), ice water. Run in CN(C=O)C (dimethylformamide), CN(C=O)C (dimethylformamide), CN(C=O)C (dimethylformamide). Run at time 1 hour. The product is CN1CCC(C2=CC=C(C=C12)C(=CC1=CC=C(C(=O)OCC)C=C1)C)(C)C (ethyl p-[2-(1,2,3,4-tetrahydro-1,4,4-trimethyl-7-quinolinyl)propenyl]benzoate). The yield is 50.2%. Reaction SMILES: [H-].[Na+].CCCCC.[C:8]([C:13]1[CH:27]=[CH:26][C:16]([CH2:17]P(=O)(OCC)OCC)=[CH:15][CH:14]=1)([O:10][CH2:11][CH3:12])=[O:9].[CH3:28][C:29]([C:31]1[CH:40]=[C:39]2[C:34]([C:35]([CH3:43])([CH3:42])[CH2:36][CH2:37][N:38]2[CH3:41])=[CH:33][CH:32]=1)=O>CN(C)C=O>[CH3:41][N:38]1[C:39]2[C:34](=[CH:33][CH:32]=[C:31]([C:29]([CH3:28])=[CH:17][C:16]3[CH:15]=[CH:14][C:13]([C:8]([O:10][CH2:11][CH3:12])=[O:9])=[CH:27][CH:26]=3)[CH:40]=2)[C:35]([CH3:42])([CH3:43])[CH2:36][CH2:37]1 |f:0.1|. Procedure: 2.9 g of a 50% suspension of sodium hydride in mineral oil were suspended in 30 ml of dimethylformamide after two-fold Washing with pentane and treated dropwise at room temperature with a solution of 17.3 g of diethyl (4-carbethoxybenzyl)phosphonate in 50 ml of dimethylformamide. After stirring at room temperature for 1 hour, a solution of 5 g of 1,2,3,4-tetrahydro-1,4,4-trimethyl-7-quinolinyl methyl ketone in 50 ml of dimethylformamide was added dropwise thereto. The reaction mixture was heated... Reactants: COC(=O)c1cnc2c(c1)N(S(=O)(=O)Cl)CCO2, ClCCl, Cl, FC(F)(F)C1CCNCC1. Yields the product COC(=O)c1cnc2c(c1)N(S(=O)(=O)N1CCC(C(F)(F)F)CC1)CCO2. As a reaction SMILES: [Cl:1][S:2](=[O:3])(=[O:4])[N:5]1[c:6]2[c:7]([n:11][cH:12][c:13]([C:15](=[O:16])[O:17][CH3:18])[cH:14]2)[O:8][CH2:9][CH2:10]1.[Cl:30][CH2:31][Cl:32].[ClH:19].[F:20][C:21]([CH:22]1[CH2:23][CH2:24][NH:25][CH2:26][CH2:27]1)([F:28])[F:29]>>[S:2](=[O:3])(=[O:4])([N:5]1[c:6]2[c:7]([n:11][cH:12][c:13]([C:15](=[O:16])[O:17][CH3:18])[cH:14]2)[O:8][CH2:9][CH2:10]1)[N:25]1[CH2:24][CH2:23][CH:22]([C:21]([F:20])([F:28])[F:29])[CH2:27][CH2:26]1. The reactants are CC(C)(C)N1CC(C(=O)O)C(c2ccc(Cl)cc2)C1, CC1(C)CCC(N(C(=O)C(C)(C)C)C2CNC(CO)C2)CC1. Product: CC1(C)CCC(N(C(=O)C(C)(C)C)C2CC(CO)N(C(=O)C3CN(C(C)(C)C)CC3c3ccc(Cl)cc3)C2)CC1. As a reaction SMILES: [C:23]([CH3:24])([CH3:25])([CH3:26])[N:27]1[CH2:28][CH:29]([C:39](=[O:40])[OH:41])[CH:30]([c:32]2[cH:33][cH:34][c:35]([Cl:38])[cH:36][cH:37]2)[CH2:31]1.[CH3:1][C:2]1([CH3:22])[CH2:3][CH2:4][CH:5]([N:8]([C:9]([C:10]([CH3:11])([CH3:12])[CH3:13])=[O:14])[CH:15]2[CH2:16][NH:17][CH:18]([CH2:20][OH:21])[CH2:19]2)[CH2:6][CH2:7]1>>[CH3:1][C:2]1([CH3:22])[CH2:3][CH2:4][CH:5]([N:8]([C:9]([C:10]([CH3:11])([CH3:12])[CH3:13])=[O:14])[CH:15]2[CH2:16][N:17]([C:39]([CH:29]3[CH2:28][N:27]([C:23]([CH3:24])([CH3:25])[CH3:26])[CH2:31][CH:30]3[c:32]3[cH:33][cH:34][c:35]([Cl:38])[cH:36][cH:37]3)=[O:40])[CH:18]([CH2:20][OH:21])[CH2:19]2)[CH2:6][CH2:7]1.